Dataset: the Open Reaction Database (ORD), a public repository of structured organic reaction records. Task: describe an organic reaction: reactants, conditions, products, and yield The reactants are CO, CC(=O)Nc1nc2ccc(-c3cnc(Cl)c(NC(C)C)c3)cc2s1, Cl, [Na+], [OH-], O. Product: CC(C)Nc1cc(-c2ccc3nc(N)sc3c2)cnc1Cl. RXN SMILES: [CH3:29][OH:30].[Cl:1][c:2]1[c:3]([NH:21][CH:22]([CH3:23])[CH3:24])[cH:4][c:5](-[c:8]2[cH:9][c:10]3[c:11]([n:12][c:13]([NH:15][C:16](=[O:17])[CH3:18])[s:14]3)[cH:19][cH:20]2)[cH:6][n:7]1.[ClH:28].[Na+:26].[OH-:25].[OH2:27]>>[Cl:1][c:2]1[c:3]([NH:21][CH:22]([CH3:23])[CH3:24])[cH:4][c:5](-[c:8]2[cH:9][c:10]3[c:11]([n:12][c:13]([NH2:15])[s:14]3)[cH:19][cH:20]2)[cH:6][n:7]1. The product is COC(=O)C=1N=CN(C1C(NCCC1=NC2=C(N1C)C=CC=C2)=O)C (1-Methyl-5-(2-(1-methyl-1H-benzo[d]imidazol-2-yl)ethylcarbamoyl)-1H-imidazole-4-carboxylic acid methyl ester). As a reaction SMILES: [CH3:1][O:2][C:3]([C:5]1[N:6]=[CH:7][N:8]([CH3:13])[C:9]=1[C:10]([OH:12])=O)=[O:4].Cl.Cl.[CH3:16][N:17]1[C:21]2[CH:22]=[CH:23][CH:24]=[CH:25][C:20]=2[N:19]=[C:18]1[CH2:26][CH2:27][NH2:28]>>[CH3:1][O:2][C:3]([C:5]1[N:6]=[CH:7][N:8]([CH3:13])[C:9]=1[C:10](=[O:12])[NH:28][CH2:27][CH2:26][C:18]1[N:17]([CH3:16])[C:21]2[CH:22]=[CH:23][CH:24]=[CH:25][C:20]=2[N:19]=1)=[O:4] |f:1.2.3|. Starting materials: COC(=O)C=1N=CN(C1C(=O)O)C (1-methyl-1H-imidazole-4,5-dicarboxylic acid 4-methyl ester), Cl.Cl.CN1C(=NC2=C1C=CC=C2)CCN (2-(1-methyl-1H-benzo[d]imidazol-2-yl)ethanamine dihydrochloride), foam. Reported procedure: The product was obtained starting from 1-methyl-1H-imidazole-4,5-dicarboxylic acid 4-methyl ester (200 mg, 1.09 mmol) and 2-(1-methyl-1H-benzo[d]imidazol-2-yl)ethanamine dihydrochloride (296 mg, 1.19 mmol) according to the method described in example 8, step 3 as pink foam (156 mg, 457 μmol, 42.1%). MS: M=342.1 (M+H)+ Reactants: ClC1=CC=C(C2=CC=CC=C12)O[C@H]1CC[C@@H]2CNC[C@@H]21 ((3aR,4S,6aS)-4-[(4-chloro-1-naphthyl)oxy]-octahydrocyclopenta[c]pyrrole), C(C)(C)N(C(C)C)CC (N,N-diisopropylethylamine), C(OCC=1N=CSC1)(OC1=CC=C(C=C1)[N+](=O)[O-])=O (thiazol-4-ylmethyl 4-nitrophenyl carbonate), C1CCCCC1 (cyclohexane). Solvent: C(C)(=O)OCC (ethyl acetate). Product: ClC1=CC=C(C2=CC=CC=C12)O[C@H]1CC[C@@H]2CN(C[C@@H]21)C(=O)OCC=2N=CSC2 (thiazol-4-ylmethyl (3aR,4S,6aS)-4-[(4-chloro-1-naphthyl)oxy]hexahydrocyclopenta[c]pyrrole-2(1H)-carboxylate). Isolated yield 18.9%. RXN SMILES: [Cl:1][C:2]1[C:11]2[C:6](=[CH:7][CH:8]=[CH:9][CH:10]=2)[C:5]([O:12][C@@H:13]2[C@@H:20]3[C@@H:16]([CH2:17][NH:18][CH2:19]3)[CH2:15][CH2:14]2)=[CH:4][CH:3]=1.C(N(CC)C(C)C)(C)C.[C:30](=O)([O:38]C1C=CC([N+]([O-])=O)=CC=1)[O:31][CH2:32][C:33]1[N:34]=[CH:35][S:36][CH:37]=1.C1CCCCC1>C(OCC)(=O)C>[Cl:1][C:2]1[C:11]2[C:6](=[CH:7][CH:8]=[CH:9][CH:10]=2)[C:5]([O:12][C@@H:13]2[C@@H:20]3[C@@H:16]([CH2:17][N:18]([C:30]([O:31][CH2:32][C:33]4[N:34]=[CH:35][S:36][CH:37]=4)=[O:38])[CH2:19]3)[CH2:15][CH2:14]2)=[CH:4][CH:3]=1. Reported procedure: The process is performed according to the procedure described in Example 1, step 1.3. Starting with 0.059 g (0.21 mmol) of (3aR,4S,6aS)-4-[(4-chloro-1-naphthyl)oxy]-octahydrocyclopenta[c]pyrrole, obtained in step 13.3., 0.04 mL (0.25 mmol) of N,N-diisopropylethylamine and 0.066 g (0.23 mmol) of thiazol-4-ylmethyl 4-nitrophenyl carbonate (WO 2008/013 834), and after chromatography on silica gel, eluting with a 95/5 and then 90/10 mixture of cyclohexane and ethyl acetate, 0.017 g (19%) of expected...